The task is: describe an organic reaction: reactants, conditions, products, and yield. This data is from the Open Reaction Database (ORD), a public repository of structured organic reaction records. Starting materials: COCCO[AlH2-]OCCOC.[Na+] (Red-Al), [OH-].[Na+] (NaOH), C[C@@H]1N(CCC1)[C@@H]1CN(CC1)C=1C=C2CCN(CC2=CC1)S(=O)(=O)C1=CC=C(C=C1)C (6-((2S,3′S)-2-Methyl-[1,3′]bipyrrolidinyl-1′-yl)-2-(toluene-4-sulfonyl)-1,2,3,4-tetrahydro-isoquinoline), C(C)(=O)OCC (ethyl acetate). Solvent: O (water), C1(=CC=CC=C1)C (toluene), [Cl-].[Na+].O (brine). Conditions: temperature 60 celsius, time 8 hour. Product: C[C@@H]1N(CCC1)[C@@H]1CN(CC1)C=1C=C2CCNCC2=CC1 (6-((2S,3′S)-2-Methyl-[1,3′]bipyrrolidinyl-1′-yl)-1,2,3,4-tetrahydro-isoquinoline). Yield: 69.2%. As a reaction SMILES: [CH3:1][C@H:2]1[CH2:6][CH2:5][CH2:4][N:3]1[C@H:7]1[CH2:11][CH2:10][N:9]([C:12]2[CH:13]=[C:14]3[C:19](=[CH:20][CH:21]=2)[CH2:18][N:17](S(C2C=CC(C)=CC=2)(=O)=O)[CH2:16][CH2:15]3)[CH2:8]1.COCCO[AlH2-]OCCOC.[Na+].C(OCC)(=O)C.[OH-].[Na+]>C1(C)C=CC=CC=1.[Cl-].[Na+].O.O>[CH3:1][C@H:2]1[CH2:6][CH2:5][CH2:4][N:3]1[C@H:7]1[CH2:11][CH2:10][N:9]([C:12]2[CH:13]=[C:14]3[C:19](=[CH:20][CH:21]=2)[CH2:18][NH:17][CH2:16][CH2:15]3)[CH2:8]1 |f:1.2,4.5,7.8.9|. Procedure details: 6-((2S,3′S)-2-Methyl-[1,3′]bipyrrolidinyl-1′-yl)-2-(toluene-4-sulfonyl)-1,2,3,4-tetrahydro-isoquinoline (4.02 g, 9.16 mmol, 1 eq) was dissolved in dry toluene (40.2 mL), degassed with nitrogen and heated to 60° C. Red-Al (11.3 mL, 36.6 mmol, 4 eq) was added slowly and the reaction mixture was heated to 85° C. and stirred overnight. The reaction mixture was cooled to 0° C. and 49 mL of ethyl acetate was added followed slowly by 19.1 mL of a 10M aqueous NaOH solution (190 mmol, 7.6 g NaOH) and 19 ... Starting materials: C(C)(C)N(C(C(C(CC(=O)N)C1=CC=CC=C1)C=1C=NC=CC1)=O)C(C)C (N1,N1-diisopropyl-3-phenyl-2-pyridin-3-ylpentanediamide), O=S(Cl)Cl (SOCl2). Solvent: CN(C)C=O (DMF). Product: C(#N)CC(C(C(=O)N(C(C)C)C(C)C)C=1C=NC=CC1)C1=CC=CC=C1 (4-cyano-N,N-diisopropyl-3-phenyl-2-pyridin-3-ylbutanamide). RXN SMILES: [CH:1]([N:4]([CH:25]([CH3:27])[CH3:26])[C:5](=[O:24])[CH:6]([C:18]1[CH:19]=[N:20][CH:21]=[CH:22][CH:23]=1)[CH:7]([C:12]1[CH:17]=[CH:16][CH:15]=[CH:14][CH:13]=1)[CH2:8][C:9]([NH2:11])=O)([CH3:3])[CH3:2].O=S(Cl)Cl>CN(C=O)C>[C:9]([CH2:8][CH:7]([C:12]1[CH:17]=[CH:16][CH:15]=[CH:14][CH:13]=1)[CH:6]([C:18]1[CH:19]=[N:20][CH:21]=[CH:22][CH:23]=1)[C:5]([N:4]([CH:25]([CH3:27])[CH3:26])[CH:1]([CH3:3])[CH3:2])=[O:24])#[N:11]. Reported procedure: To a solution of N1,N1-diisopropyl-3-phenyl-2-pyridin-3-ylpentanediamide (90 mg, 0.245 mmol) in 1 mL DMF was added SOCl2 (0.5 mL) and heated at 90 C for 45 min. Concentrated (azeotroped 2× from benzene) and purified by r.p. HPLC. Desired fractions from HPLC were combined and the product was isolated as free base. White solid, single diastereomer. Reactants: O=C(NC(=S)NC1(c2ccc(F)c(Br)c2)CC(O)CC1CO)c1ccccc1, C1CCOC1, CC(C)(C)OC(=O)N=NC(=O)OC(C)(C)C, c1ccc(P(c2ccccc2)c2ccccc2)cc1. The product is O=C(NC1=NC2(c3ccc(F)c(Br)c3)CC(O)CC2CS1)c1ccccc1. As a reaction SMILES: [Br:1][c:2]1[cH:3][c:4]([C:9]2([NH:17][C:18](=[S:19])[NH:20][C:21]([c:22]3[cH:23][cH:24][cH:25][cH:26][cH:27]3)=[O:28])[CH:10]([CH2:15][OH:16])[CH2:11][CH:12]([OH:14])[CH2:13]2)[cH:5][cH:6][c:7]1[F:8].[CH2:64]1[O:65][CH2:66][CH2:67][CH2:68]1.[N:48]([C:49]([O:50][C:51]([CH3:52])([CH3:53])[CH3:54])=[O:55])=[N:56][C:57]([O:58][C:59]([CH3:60])([CH3:61])[CH3:62])=[O:63].[c:29]1([P:30]([c:31]2[cH:32][cH:33][cH:34][cH:35][cH:36]2)[c:37]2[cH:38][cH:39][cH:40][cH:41][cH:42]2)[cH:43][cH:44][cH:45][cH:46][cH:47]1>>[Br:1][c:2]1[cH:3][c:4]([C:9]23[CH:10]([CH2:11][CH:12]([OH:14])[CH2:13]2)[CH2:15][S:19][C:18]([NH:20][C:21]([c:22]2[cH:23][cH:24][cH:25][cH:26][cH:27]2)=[O:28])=[N:17]3)[cH:5][cH:6][c:7]1[F:8]. Reactants: C(C)(=O)OCC1=NC2=CC(=C(C=C2C(N1C)=O)CN(CC#C)C1=CC=C(C(=O)OC(C)(C)C)C=C1)Cl (tert-butyl 4-[N-[2-acetoxymethyl-7-chloro-3-methyl-4-oxo-3,4-dihydroquinazolin-6-ylmethyl]-N-(prop-2-ynyl)amino]benzoate), [OH-].[Na+] (NaOH), O (water). Solvent: O1CCCC1 (tetrahydrofuran). Run at time 1 hour. Product: ClC1=C(C=C2C(N(C(=NC2=C1)CO)C)=O)CN(CC#C)C1=CC=C(C(=O)OC(C)(C)C)C=C1 (tert-Butyl 4-[N-[7-Chloro-2-hydroxymethyl-3-methyl-4-oxo-3,4-dihydroquinazolin-6-ylmethyl]-N-(prop-2-ynyl)amino]benzoate). Reaction SMILES: C([O:4][CH2:5][C:6]1[N:15]([CH3:16])[C:14](=[O:17])[C:13]2[C:8](=[CH:9][C:10]([Cl:36])=[C:11]([CH2:18][N:19]([C:23]3[CH:35]=[CH:34][C:26]([C:27]([O:29][C:30]([CH3:33])([CH3:32])[CH3:31])=[O:28])=[CH:25][CH:24]=3)[CH2:20][C:21]#[CH:22])[CH:12]=2)[N:7]=1)(=O)C.[OH-].[Na+].O>O1CCCC1>[Cl:36][C:10]1[CH:9]=[C:8]2[C:13]([C:14](=[O:17])[N:15]([CH3:16])[C:6]([CH2:5][OH:4])=[N:7]2)=[CH:12][C:11]=1[CH2:18][N:19]([C:23]1[CH:24]=[CH:25][C:26]([C:27]([O:29][C:30]([CH3:31])([CH3:32])[CH3:33])=[O:28])=[CH:34][CH:35]=1)[CH2:20][C:21]#[CH:22] |f:1.2|. Procedure: To a solution of tert-butyl 4-[N-[2-acetoxymethyl-7-chloro-3-methyl-4-oxo-3,4-dihydroquinazolin-6-ylmethyl]-N-(prop-2-ynyl)amino]benzoate (0.47 g, 0.92 mmol) in tetrahydrofuran (18 ml), was slowly added 1N aqueous NaOH (1.84 ml, 1.84 mmol) followed by water (1.5 ml). The slightly cloudy solution was stirred at room temperature for 1 hour, the solvent was removed in vacuo and the residue was treated with water (35 ml). The pH was adjusted to 4.5 with 1N HCl and the mixture was extracted with ethy... The reactants are C(C)(=O)N1CCC(CC1)C(=O)N1C[C@H]([C@@H](CC1)NC)C1=CC(=C(C=C1)Cl)Cl ((3R,4R)-1-[(1-acetylpiperidin-4-yl)carbonyl]-3-(3,4-dichlorophenyl)-N-methylpiperidin-4-amine), C1(=CC=CC=C1)C1=C(N=CO1)C(=O)O (5-phenyl-1,3-oxazole-4-carboxylic acid). The product is C(C)(=O)N1CCC(CC1)C(=O)N1C[C@H]([C@@H](CC1)N(C(=O)C=1N=COC1C1=CC=CC=C1)C)C1=CC(=C(C=C1)Cl)Cl (N-[(3R,4R)-1-[(1-acetylpiperidin-4-yl)carbonyl]-3-(3,4-dichlorophenyl)piperidin-4-yl]-N-methyl-5-phenyl-1,3-oxazole-4-carboxamide). RXN SMILES: [C:1]([N:4]1[CH2:9][CH2:8][CH:7]([C:10]([N:12]2[CH2:17][CH2:16][C@@H:15]([NH:18][CH3:19])[C@H:14]([C:20]3[CH:25]=[CH:24][C:23]([Cl:26])=[C:22]([Cl:27])[CH:21]=3)[CH2:13]2)=[O:11])[CH2:6][CH2:5]1)(=[O:3])[CH3:2].[C:28]1([C:34]2[O:38][CH:37]=[N:36][C:35]=2[C:39]([OH:41])=O)[CH:33]=[CH:32][CH:31]=[CH:30][CH:29]=1>>[C:1]([N:4]1[CH2:5][CH2:6][CH:7]([C:10]([N:12]2[CH2:17][CH2:16][C@@H:15]([N:18]([CH3:19])[C:39]([C:35]3[N:36]=[CH:37][O:38][C:34]=3[C:28]3[CH:29]=[CH:30][CH:31]=[CH:32][CH:33]=3)=[O:41])[C@H:14]([C:20]3[CH:25]=[CH:24][C:23]([Cl:26])=[C:22]([Cl:27])[CH:21]=3)[CH2:13]2)=[O:11])[CH2:8][CH2:9]1)(=[O:3])[CH3:2]. Procedure details: Using the compound obtained in Example 78 and 5-phenyl-1,3-oxazole-4-carboxylic acid, and by the reaction and purification in the same manner as in Example 3, the title compound was obtained. Starting materials: BrCC(=O)OC(C)(C)C (t-butyl bromoacetate), ClC=1C(=CC2=C(SC(=C2)C(O)(C)C)C1Cl)O (6,7-dichloro-5-hydroxy-α,α-dimethylbenzo[b]thiophene-2-methanol), C([O-])([O-])=O.[K+].[K+] (potassium carbonate), CN(C=O)C (dimethylformamide), resultant mixture. Run in CC(CC)=O (2-butanone), CC(CC)=O (2-butanone). Yields the product ClC=1C(=CC2=C(SC(=C2)C(C)(C)O)C1Cl)OCC(=O)OC(C)(C)C (t-butyl [[6,7-dichloro-2-(1-hydroxy-1-methylethyl)benzo[b]thien-5-yl]oxy]acetate). As a reaction SMILES: [Cl:1][C:2]1[C:3]([OH:16])=[CH:4][C:5]2[CH:9]=[C:8]([C:10]([CH3:13])([CH3:12])[OH:11])[S:7][C:6]=2[C:14]=1[Cl:15].Br[CH2:18][C:19]([O:21][C:22]([CH3:25])([CH3:24])[CH3:23])=[O:20].C(=O)([O-])[O-].[K+].[K+].CN(C)C=O>CC(=O)CC>[Cl:1][C:2]1[C:3]([O:16][CH2:18][C:19]([O:21][C:22]([CH3:25])([CH3:24])[CH3:23])=[O:20])=[CH:4][C:5]2[CH:9]=[C:8]([C:10]([OH:11])([CH3:13])[CH3:12])[S:7][C:6]=2[C:14]=1[Cl:15] |f:2.3.4|. Reported procedure: To a mixture of 6,7-dichloro-5-hydroxy-α,α-dimethylbenzo[b]thiophene-2-methanol in 250 ml of 2-butanone is added a solution of 7.7 g of t-butyl bromoacetate in 50 ml 2-butanone and the resultant mixture is placed in a preheated oil-bath at 95°. To the mixture is added 6.7 g of potassium carbonate and 3 ml of dimethylformamide and the reaction mixture is refluxed at 95° for 21/2 hrs. The cooled mixture is filtered and 100 ml of water is added. The layers are separated and the aqueous phase is ext...